From a dataset of the Open Reaction Database (ORD), a public repository of structured organic reaction records. describe an organic reaction: reactants, conditions, products, and yield As a reaction SMILES: [CH3:34][c:35]1[n:36][o:37][cH:38][c:39]1[Sn:40]([CH2:41][CH2:42][CH2:43][CH3:44])([CH2:45][CH2:46][CH2:47][CH3:48])[CH2:49][CH2:50][CH2:51][CH3:52].[CH3:53][CH2:54][O:55][C:56](=[O:57])[CH3:58].[CH3:60][O:61][CH2:62][CH2:63][O:64][CH3:65].[I:1][c:2]1[cH:3][c:4]([C:20](=[O:21])[NH:22][CH2:23][c:24]2[cH:25][cH:26][c:27]([S:30](=[O:31])(=[O:32])[CH3:33])[cH:28][cH:29]2)[c:5](=[O:19])[n:6](-[c:9]2[cH:10][c:11]([C:15]([F:16])([F:17])[F:18])[cH:12][cH:13][cH:14]2)[c:7]1[CH3:8].[OH2:59].[cH:66]1[cH:67][cH:68][c:69]([P:70]([Pd:71]([P:72]([c:73]2[cH:74][cH:75][cH:76][cH:77][cH:78]2)([c:79]2[cH:80][cH:81][cH:82][cH:83][cH:84]2)[c:85]2[cH:86][cH:87][cH:88][cH:89][cH:90]2)([P:91]([c:92]2[cH:93][cH:94][cH:95][cH:96][cH:97]2)([c:98]2[cH:99][cH:100][cH:101][cH:102][cH:103]2)[c:104]2[cH:105][cH:106][cH:107][cH:108][cH:109]2)[P:110]([c:111]2[cH:112][cH:113][cH:114][cH:115][cH:116]2)([c:117]2[cH:118][cH:119][cH:120][cH:121][cH:122]2)[c:123]2[cH:124][cH:125][cH:126][cH:127][cH:128]2)([c:129]2[cH:130][cH:131][cH:132][cH:133][cH:134]2)[c:135]2[cH:136][cH:137][cH:138][cH:139][cH:140]2)[cH:141][cH:142]1>>[c:2]1(-[c:39]2[c:35]([CH3:34])[n:36][o:37][cH:38]2)[cH:3][c:4]([C:20](=[O:21])[NH:22][CH2:23][c:24]2[cH:25][cH:26][c:27]([S:30](=[O:31])(=[O:32])[CH3:33])[cH:28][cH:29]2)[c:5](=[O:19])[n:6](-[c:9]2[cH:10][c:11]([C:15]([F:16])([F:17])[F:18])[cH:12][cH:13][cH:14]2)[c:7]1[CH3:8]. Yields the product Cc1nocc1-c1cc(C(=O)NCc2ccc(S(C)(=O)=O)cc2)c(=O)n(-c2cccc(C(F)(F)F)c2)c1C. Reactants: CCCC[Sn](CCCC)(CCCC)c1conc1C, CCOC(C)=O, COCCOC, Cc1c(I)cc(C(=O)NCc2ccc(S(C)(=O)=O)cc2)c(=O)n1-c1cccc(C(F)(F)F)c1, O, c1ccc(P(c2ccccc2)(c2ccccc2)[Pd](P(c2ccccc2)(c2ccccc2)c2ccccc2)(P(c2ccccc2)(c2ccccc2)c2ccccc2)P(c2ccccc2)(c2ccccc2)c2ccccc2)cc1. Reactants: IC1=CC=2CC3=CC=CC=C3C2C=C1 (2-Iodo-9H-fluorene), ICCCC (1-iodobutane). The product is C(CCC)C1(C2=CC=CC=C2C=2C=CC(=CC12)I)CCCC (9,9-dibutyl-2-iodo-9H-fluorene). Reaction SMILES: [I:1][C:2]1[CH:14]=[CH:13][C:12]2[C:11]3[C:6](=[CH:7][CH:8]=[CH:9][CH:10]=3)[CH2:5][C:4]=2[CH:3]=1.I[CH2:16][CH2:17][CH2:18][CH3:19]>>[CH2:16]([C:5]1([CH2:14][CH2:2][CH2:3][CH3:4])[C:4]2[CH:3]=[C:2]([I:1])[CH:14]=[CH:13][C:12]=2[C:11]2[C:6]1=[CH:7][CH:8]=[CH:9][CH:10]=2)[CH2:17][CH2:18][CH3:19]. Procedure: As shown in Scheme 3, 7-bromo-9H-fluoren-2-ylamine is reacted with 1-iodobutane to form 7-bromo-9,9-dibutyl-9H-fluoren-2-ylamine (31); and 2-Iodo-9H-fluorene is reacted with 1-iodobutane to form 9,9-dibutyl-2-iodo-9H-fluorene (32). Then, 7-bromo-9,9-dibutyl-9H-fluoren-2-ylamine (31) is reacted with 9,9-dibutyl-2-iodo-9H-fluorene (32) by Ullman coupling reaction to obtain (7-bromo-9,9-dibutyl-9H-fluoren-2-yl)-bis-(9,9-dibutyl-9H-fluoren-2-yl)amine (33). Next, (7-bromo-9,9-dibutyl-9H-fluoren-2-yl)... The reactants are CC(C)(C)OC(=O)N1CCN(C2c3ccc(Cl)cc3CCc3cc(Br)cnc32)CC1C(=O)O, CCN=C=NCCCN(C)C, CN1CCOCC1, Cl, [Na], CN(C)C=O, On1nnc2ccccc21, c1cn(CCC2CCCCN2)cn1. RXN SMILES: [Br:1][c:2]1[cH:3][c:4]2[c:5]([n:6][cH:7]1)[CH:8]([N:18]1[CH2:19][CH:20]([C:31](=[O:32])[OH:33])[N:21]([C:24](=[O:25])[O:26][C:27]([CH3:28])([CH3:29])[CH3:30])[CH2:22][CH2:23]1)[c:9]1[c:10]([cH:13][c:14]([Cl:17])[cH:15][cH:16]1)[CH2:11][CH2:12]2.[CH3:49][N:50]([CH3:51])[CH2:52][CH2:53][CH2:54][N:55]=[C:56]=[N:57][CH2:58][CH3:59].[CH3:70][N:71]1[CH2:72][CH2:73][O:74][CH2:75][CH2:76]1.[ClH:48].[Na:34].[O:77]=[CH:78][N:79]([CH3:80])[CH3:81].[OH:60][n:61]1[c:62]2[cH:63][cH:64][cH:65][cH:66][c:67]2[n:68][n:69]1.[n:35]1([CH2:40][CH2:41][CH:42]2[NH:43][CH2:44][CH2:45][CH2:46][CH2:47]2)[cH:36][n:37][cH:38][cH:39]1>>[Br:1][c:2]1[cH:3][c:4]2[c:5]([n:6][cH:7]1)[CH:8]([N:18]1[CH2:19][CH:20]([C:31](=[O:32])[N:43]3[CH:42]([CH2:41][CH2:40][n:35]4[cH:36][n:37][cH:38][cH:39]4)[CH2:47][CH2:46][CH2:45][CH2:44]3)[N:21]([C:24](=[O:25])[O:26][C:27]([CH3:28])([CH3:29])[CH3:30])[CH2:22][CH2:23]1)[c:9]1[c:10]([cH:13][c:14]([Cl:17])[cH:15][cH:16]1)[CH2:11][CH2:12]2. The product is CC(C)(C)OC(=O)N1CCN(C2c3ccc(Cl)cc3CCc3cc(Br)cnc32)CC1C(=O)N1CCCCC1CCn1ccnc1. Starting materials: COC=1C=CC=C2C(=CC(=NC12)C)NC(CN)C1=CC=CC=C1 (N*1*-(8-Methoxy-2-methylquinolin-4-yl)-1-phenylethane-1,2-diamine), CC(=O)C (acetone). The product is C(C)(C)NCC(NC1=CC(=NC2=C(C=CC=C12)OC)C)C1=CC=CC=C1 (N*2*-Isopropyl-N*1*-(8-methoxy-2-methylquinolin-4-yl)-1-phenylethane-1,2-diamine). RXN SMILES: [CH3:1][O:2][C:3]1[CH:4]=[CH:5][CH:6]=[C:7]2[C:12]=1[N:11]=[C:10]([CH3:13])[CH:9]=[C:8]2[NH:14][CH:15]([C:18]1[CH:23]=[CH:22][CH:21]=[CH:20][CH:19]=1)[CH2:16][NH2:17].[CH3:24][C:25]([CH3:27])=O>>[CH:25]([NH:17][CH2:16][CH:15]([C:18]1[CH:23]=[CH:22][CH:21]=[CH:20][CH:19]=1)[NH:14][C:8]1[C:7]2[C:12](=[C:3]([O:2][CH3:1])[CH:4]=[CH:5][CH:6]=2)[N:11]=[C:10]([CH3:13])[CH:9]=1)([CH3:27])[CH3:24]. Procedure details: Preparation was made using a similar procedure as described in example 79. Starting materials were N*1*-(8-methoxy-2-methylquinolin-4-yl)-1-phenylethane-1,2-diamine (Example 75) and acetone. The reactants are OC1=CC2=C(C(CO2)=O)C=C1 (6-hydroxy-2H-benzofuran-3-one), C(C)OC=1C=C(C=O)C=CC1OCC (3,4-diethoxybenzaldehyde), Cl (hydrochloric acid). RXN SMILES: [OH:1][C:2]1[CH:11]=[CH:10][C:5]2[C:6](=[O:9])[CH2:7][O:8][C:4]=2[CH:3]=1.[CH2:12]([O:14][C:15]1[CH:16]=[C:17]([CH:20]=[CH:21][C:22]=1[O:23][CH2:24][CH3:25])[CH:18]=O)[CH3:13].Cl>CO>[CH2:12]([O:14][C:15]1[CH:16]=[C:17]([CH:18]=[C:7]2[C:6](=[O:9])[C:5]3[CH:10]=[CH:11][C:2]([OH:1])=[CH:3][C:4]=3[O:8]2)[CH:20]=[CH:21][C:22]=1[O:23][CH2:24][CH3:25])[CH3:13]. Yields the product C(C)OC=1C=C(C=CC1OCC)C=C1OC2=C(C1=O)C=CC(=C2)O (2-[(3,4-diethoxyphenyl)methylene]-6-hydroxy-3(2H)-benzofuranone). Solvent: CO (methanol). Reported procedure: After 6-hydroxy-2H-benzofuran-3-one 1 g and 3,4-diethoxybenzaldehyde 1.58 ml were dissolved in methanol 75 ml, concentrated hydrochloric acid 50 ml was added, and the mixture was refluxed for 1.5 hours. The solution was cooled to room temperature, and precipitated crystals were filtered and dried over phosphorous pentoxide at a temperature of 60° C. for four hours under reduced pressure to obtain the desired compound 1.27 g. Starting materials: ClCCBr, CCn1c(-c2ccc(NC(=O)C3CC3)cc2)c(C#N)c2ccc(O)cc21, CCC(C)=O, CCOC(C)=O, [K+], [K+], O=C([O-])[O-], O. Yields the product CCn1c(-c2ccc(NC(=O)C3CC3)cc2)c(C#N)c2ccc(OCCCl)cc21. RXN SMILES: [Br:33][CH2:34][CH2:35][Cl:36].[C:1](#[N:2])[c:3]1[c:4](-[c:15]2[cH:16][cH:17][c:18]([NH:21][C:22](=[O:23])[CH:24]3[CH2:25][CH2:26]3)[cH:19][cH:20]2)[n:5]([CH2:13][CH3:14])[c:6]2[cH:7][c:8]([OH:12])[cH:9][cH:10][c:11]12.[CH2:38]([C:39]([CH3:40])=[O:41])[CH3:42].[CH3:43][CH2:44][O:45][C:46](=[O:47])[CH3:48].[K+:27].[K+:28].[O-:29][C:30]([O-:31])=[O:32].[OH2:37]>>[C:1](#[N:2])[c:3]1[c:4](-[c:15]2[cH:16][cH:17][c:18]([NH:21][C:22](=[O:23])[CH:24]3[CH2:25][CH2:26]3)[cH:19][cH:20]2)[n:5]([CH2:13][CH3:14])[c:6]2[cH:7][c:8]([O:12][CH2:34][CH2:35][Cl:36])[cH:9][cH:10][c:11]12. The reactants are CCC1C=C(C)CC(C)CC(OC)C2OC(O)(C(=O)C(=O)N3CCCCC3C(=O)OC(C(C)=CC3CCC(O)C(OC)C3)C(C)CCC1=O)C(C)CC2OC, CCO, O=[Se]=O. Product: CCC1C=C(C)C(O)C(C)CC(OC)C2OC(O)(C(=O)C(=O)N3CCCCC3C(=O)OC(C(C)=CC3CCC(O)C(OC)C3)C(C)CCC1=O)C(C)CC2OC. RXN SMILES: [CH2:1]([CH3:2])[CH:3]1[C:4](=[O:55])[CH2:5][CH2:6][CH:7]([CH3:54])[CH:8]([C:42](=[CH:43][CH:44]2[CH2:45][CH:46]([O:51][CH3:52])[CH:47]([OH:50])[CH2:48][CH2:49]2)[CH3:53])[O:9][C:10](=[O:41])[CH:11]2[CH2:12][CH2:13][CH2:14][CH2:15][N:16]2[C:17](=[O:40])[C:18](=[O:39])[C:19]2([OH:38])[CH:20]([CH3:37])[CH2:21][CH:22]([O:35][CH3:36])[CH:23]([CH:24]([O:32][CH3:33])[CH2:25][CH:26]([CH3:31])[CH2:27][C:28]([CH3:30])=[CH:29]1)[O:34]2.[CH3:59][CH2:60][OH:61].[Se:56](=[O:57])=[O:58]>>[CH2:1]([CH3:2])[CH:3]1[C:4](=[O:55])[CH2:5][CH2:6][CH:7]([CH3:54])[CH:8]([C:42](=[CH:43][CH:44]2[CH2:45][CH:46]([O:51][CH3:52])[CH:47]([OH:50])[CH2:48][CH2:49]2)[CH3:53])[O:9][C:10](=[O:41])[CH:11]2[CH2:12][CH2:13][CH2:14][CH2:15][N:16]2[C:17](=[O:40])[C:18](=[O:39])[C:19]2([OH:38])[CH:20]([CH3:37])[CH2:21][CH:22]([O:35][CH3:36])[CH:23]([CH:24]([O:32][CH3:33])[CH2:25][CH:26]([CH3:31])[CH:27]([OH:57])[C:28]([CH3:30])=[CH:29]1)[O:34]2. The reactants are Cl (HCl), [OH-].[K+] (potassium hydroxide), COC(COC1=C(C(=C(C(=C1CC1=CC2=CC=CC(=C2C=C1)Cl)O)C=O)C)Cl)=O ([2-chloro-6-(5-chloro-naphthalen-2-ylmethyl)-4-formyl-5-hydroxy-3-methyl-phenoxy]-acetic acid methy ester), C1CCOC1 (THF). Run in CO (MeOH), O (water). Run at time 1 hour. The product is ClC1=C(OCC(=O)O)C(=C(C(=C1C)C=O)O)CC1=CC2=CC=CC(=C2C=C1)Cl ([2-chloro-6-(5-chloro-naphthalen-2-ylmethyl)-4-formyl-5-hydroxy-3-methyl-phenoxy]-acetic Acid). Isolated yield 58.9%. Reaction SMILES: [OH-].[K+].C[O:4][C:5](=[O:31])[CH2:6][O:7][C:8]1[C:13]([CH2:14][C:15]2[CH:24]=[CH:23][C:22]3[C:17](=[CH:18][CH:19]=[CH:20][C:21]=3[Cl:25])[CH:16]=2)=[C:12]([OH:26])[C:11]([CH:27]=[O:28])=[C:10]([CH3:29])[C:9]=1[Cl:30].C1COCC1.Cl>O.CO>[Cl:30][C:9]1[C:10]([CH3:29])=[C:11]([CH:27]=[O:28])[C:12]([OH:26])=[C:13]([CH2:14][C:15]2[CH:24]=[CH:23][C:22]3[C:17](=[CH:18][CH:19]=[CH:20][C:21]=3[Cl:25])[CH:16]=2)[C:8]=1[O:7][CH2:6][C:5]([OH:31])=[O:4] |f:0.1|. Procedure details: Aqueous potassium hydroxide (10%, 2.7 mL) was added in to a solution of [2-chloro-6-(5-chloro-naphthalen-2-ylmethyl)-4-formyl-5-hydroxy-3-methyl-phenoxy]-acetic acid methy ester (1.14 g, 2.63 mmol), THF(15 mL) and MeOH (15 mL). The mixture was stirred for 1 hour, poured into water, acidified with HCl (2N), and extracted with EtOAc. The organic extracts were dried over MgSO4. Evaporation and crystallization from hexane/EtOAc, gave a light yellow solid (0.65 g, 60% yield, m.p. 194°-196° C.).